The task is: describe an organic reaction: reactants, conditions, products, and yield. This data is from the Open Reaction Database (ORD), a public repository of structured organic reaction records. Reactants: FC1=C(CC2=CC=NC=C2)C=C(C=C1)OC (4-(2-fluoro-5-methoxybenzyl)pyridine). Reagents/catalysts: [Pt]=O (platinum oxide). Run in C(C)(=O)O (acetic acid). Reaction conditions: time 3 hour. Product: FC1=C(CC2CCNCC2)C=C(C=C1)OC (4-(2-Fluoro-5-methoxybenzyl)piperidine). The yield is 75.7%. As a reaction SMILES: [F:1][C:2]1[CH:14]=[CH:13][C:12]([O:15][CH3:16])=[CH:11][C:3]=1[CH2:4][C:5]1[CH:10]=[CH:9][N:8]=[CH:7][CH:6]=1>C(O)(=O)C.[Pt]=O>[F:1][C:2]1[CH:14]=[CH:13][C:12]([O:15][CH3:16])=[CH:11][C:3]=1[CH2:4][CH:5]1[CH2:6][CH2:7][NH:8][CH2:9][CH2:10]1. Procedure details: A mixture of 4-(2-fluoro-5-methoxybenzyl)pyridine (7.7 g, 35.5 mmole) and platinum oxide (0.7 g) in acetic acid (75 ml) was hydrogenated for 3 hr. The catalyst was removed and the acetic acid removed in vacuo. The residue was dissolved in water and the solution basified with sodium hydroxide. The basic mixture was extracted with ether. The extracts were dried and concentrated in vacuo. The residue was vacuum distilled to give the product (6 g, 75.9%). Starting materials: FC(C=1C=C(C(=NC1)C(=O)O)[N+](=O)[O-])F (5-difluoromethyl-3-nitro-pyridine-2-carboxylic acid). Reagents/catalysts: [Ni] (Raney-Nickel). The solvent is CCO (EtOH). Reaction conditions: time 16 hour. The product is NC=1C(=NC=C(C1)C(F)F)C(=O)O (3-Amino-5-difluoromethyl-pyridine-2-carboxylic acid). RXN SMILES: [F:1][CH:2]([F:15])[C:3]1[CH:4]=[C:5]([N+:12]([O-])=O)[C:6]([C:9]([OH:11])=[O:10])=[N:7][CH:8]=1>CCO.[Ni]>[NH2:12][C:5]1[C:6]([C:9]([OH:11])=[O:10])=[N:7][CH:8]=[C:3]([CH:2]([F:15])[F:1])[CH:4]=1. Procedure details: To a solution of 265 mg (1.22 mmol) 5-difluoromethyl-3-nitro-pyridine-2-carboxylic acid in EtOH was added 50 mg Raney-Nickel (Degussa B113W) and the reaction mixture was kept shaking under a hydrogen atmosphere for 16 h. The catalyst was filtered off (Celite) and washed with EtOH and the filtrate was evaporated to provide the title compound as off-white solid. The reactants are COc1ccc(C(=O)O)cc1OC(C)=O, COC(=O)C1(N)Cc2ccccc2C1, O=C(Cl)C(=O)Cl, ClCCl, Cl, [Na+], CN(C)C=O, O=C([O-])O. The product is COC(=O)C1(NC(=O)c2ccc(OC)c(OC(C)=O)c2)Cc2ccccc2C1. As a reaction SMILES: [C:1]([CH3:2])(=[O:3])[O:4][c:5]1[cH:6][c:7]([C:8](=[O:9])[OH:10])[cH:11][cH:12][c:13]1[O:14][CH3:15].[CH3:28][O:29][C:30](=[O:31])[C:32]1([NH2:41])[CH2:33][c:34]2[cH:35][cH:36][cH:37][cH:38][c:39]2[CH2:40]1.[Cl:21][C:22]([C:23]([Cl:24])=[O:25])=[O:26].[Cl:47][CH2:48][Cl:49].[ClH:27].[Na+:42].[O:16]=[CH:17][N:18]([CH3:19])[CH3:20].[OH:43][C:44](=[O:45])[O-:46]>>[C:1]([CH3:2])(=[O:3])[O:4][c:5]1[cH:6][c:7]([C:8](=[O:10])[NH:41][C:32]2([C:30]([O:29][CH3:28])=[O:31])[CH2:33][c:34]3[cH:35][cH:36][cH:37][cH:38][c:39]3[CH2:40]2)[cH:11][cH:12][c:13]1[O:14][CH3:15]. Product: C(C)OC(CC1=CC=C(C=C1)C1CCC(CC1)N1CC(C1)NC(CNC(C1=CC(=CC=C1)C(F)(F)F)=O)=O)=O ([4-(4-{3-[2-(3-Trifluoromethyl-benzoylamino)-acetylamino]-azetidin-1-yl}-cyclohexyl)-phenyl]-acetic acid ethyl ester). Procedure: The title compound was prepared as a white solid by the reductive amination of [4-(4-oxo-cyclohexyl)-phenyl]-acetic acid ethyl ester (as prepared in the previous step) and N-(azetidin-3-ylcarbamoylmethyl)-3-trifluoromethyl-benzamide (as prepared in step B of Example 4) using the procedure described in Step C of Example 4. Reactants: C(C)OC(CC1=CC=C(C=C1)C1CCC(CC1)=O)=O ([4-(4-oxo-cyclohexyl)-phenyl]-acetic acid ethyl ester), N1CC(C1)NC(=O)CNC(C1=CC(=CC=C1)C(F)(F)F)=O (N-(azetidin-3-ylcarbamoylmethyl)-3-trifluoromethyl-benzamide). Reaction SMILES: [CH2:1]([O:3][C:4](=[O:19])[CH2:5][C:6]1[CH:11]=[CH:10][C:9]([CH:12]2[CH2:17][CH2:16][C:15](=O)[CH2:14][CH2:13]2)=[CH:8][CH:7]=1)[CH3:2].[NH:20]1[CH2:23][CH:22]([NH:24][C:25]([CH2:27][NH:28][C:29](=[O:40])[C:30]2[CH:35]=[CH:34][CH:33]=[C:32]([C:36]([F:39])([F:38])[F:37])[CH:31]=2)=[O:26])[CH2:21]1>>[CH2:1]([O:3][C:4](=[O:19])[CH2:5][C:6]1[CH:11]=[CH:10][C:9]([CH:12]2[CH2:17][CH2:16][CH:15]([N:20]3[CH2:23][CH:22]([NH:24][C:25](=[O:26])[CH2:27][NH:28][C:29](=[O:40])[C:30]4[CH:35]=[CH:34][CH:33]=[C:32]([C:36]([F:38])([F:39])[F:37])[CH:31]=4)[CH2:21]3)[CH2:14][CH2:13]2)=[CH:8][CH:7]=1)[CH3:2]. Product: C(C1=CC=CC=C1)(=O)O (benzoic acid). Starting materials: CN1[C@H]2CC[C@@H]1[C@H]([C@H](C2)OC(=O)C=3C=CC=CC3)C(=O)OC (Cocaine), CN1[C@H]2CC[C@@H]1[C@H]([C@H](C2)OC(=O)C=3C=CC=CC3)C(=O)OC.Cl (cocaine HCl), P(O)(O)(O)=O (phosphoric acid). The solvent is C1COCCN1CCCS(=O)(=O)O (MOPS). Procedure details: Cocaine esterase in extracts, column fractions and characterisation experiments (e.g. pH optimum, Michaelis constant determinations) was routinely assayed by shaking incubation (250 rpm, 30° C.) of 2 mM cocaine HCl (made up in 1 ml 50 mM MOPS buffer, pH 7.0) with a known quantity of sample (10-200 μl, 0-0.01 U) for a fixed length of time (10-30 min). The reaction was stopped by the addition of 10 μl of concentrated phosphoric acid and protein pelleted at 13,000 rpm in a minifuge. The amount of b... As a reaction SMILES: CN1[C@H]2[C@@H](C(OC)=O)[C@@H]([O:10][C:11]([C:13]3[CH:14]=[CH:15][CH:16]=[CH:17][CH:18]=3)=[O:12])C[C@@H]1CC2.CN1[C@H]2[C@@H](C(OC)=O)[C@@H](OC(C3C=CC=CC=3)=O)C[C@@H]1CC2.Cl.P(=O)(O)(O)O>C1N(CCCS(O)(=O)=O)CCOC1>[C:11]([OH:12])(=[O:10])[C:13]1[CH:14]=[CH:15][CH:16]=[CH:17][CH:18]=1 |f:1.2|. Reactants: F[B-](F)(F)F, CCN(C(C)C)C(C)C, C1CCOC1, Clc1cccnc1N1CCNCC1, O, On1nnc2ccccc21, O=C(O)C1CCC2(CC1)CC(c1ccccc1)=NO2, CN(C)C(On1nnc2ccccc21)=[N+](C)C. Product: O=C(C1CCC2(CC1)CC(c1ccccc1)=NO2)N1CCN(c2ncccc2Cl)CC1. As a reaction SMILES: [B-:40]([F:41])([F:42])([F:43])[F:44].[CH2:20]([N:21]([CH:22]([CH3:23])[CH3:24])[CH:25]([CH3:26])[CH3:27])[CH3:28].[CH2:75]1[O:76][CH2:77][CH2:78][CH2:79]1.[Cl:62][c:63]1[c:64]([N:69]2[CH2:70][CH2:71][NH:72][CH2:73][CH2:74]2)[n:65][cH:66][cH:67][cH:68]1.[OH2:29].[OH:30][n:31]1[c:32]2[cH:33][cH:34][cH:35][cH:36][c:37]2[n:38][n:39]1.[c:1]1([C:7]2=[N:8][O:9][C:10]3([CH2:11]2)[CH2:12][CH2:13][CH:14]([C:17](=[O:18])[OH:19])[CH2:15][CH2:16]3)[cH:2][cH:3][cH:4][cH:5][cH:6]1.[n:45]1([O:46][C:47]([N:48]([CH3:49])[CH3:50])=[N+:51]([CH3:52])[CH3:53])[c:54]2[cH:55][cH:56][cH:57][cH:58][c:59]2[n:60][n:61]1>>[c:1]1([C:7]2=[N:8][O:9][C:10]3([CH2:11]2)[CH2:12][CH2:13][CH:14]([C:17](=[O:18])[N:72]2[CH2:71][CH2:70][N:69]([c:64]4[c:63]([Cl:62])[cH:68][cH:67][cH:66][n:65]4)[CH2:74][CH2:73]2)[CH2:15][CH2:16]3)[cH:2][cH:3][cH:4][cH:5][cH:6]1.